From a dataset of the Open Reaction Database (ORD), a public repository of structured organic reaction records. describe an organic reaction: reactants, conditions, products, and yield Starting materials: solid, BrC1=C(C(=CC=2C=C3N(C12)CCNC3=O)F)F (6-bromo-7,8-difluoro-3,4-dihydro-2H-pyrazino[1,2-a]indol-1-one), BrC1=C(C(=CC=2C=C3N(C12)CCNC3=O)F)F (6-bromo-7,8-difluoro-3,4-dihydro-2H-pyrazino[1,2-a]indol-1-one), COC1=CC=C(C=C1)B(O)O (4-methoxy-phenylboronic acid). Product: FC=1C(=CC=2C=C3N(C2C1C1=CC=C(C=C1)OC)CCNC3=O)F (7,8-Difluoro-6-(4-methoxy-phenyl)-3,4-dihydro-2H-pyrazino[1,2-a]indol-1-one). Reaction SMILES: Br[C:2]1[C:10]2[N:9]3[CH2:11][CH2:12][NH:13][C:14](=[O:15])[C:8]3=[CH:7][C:6]=2[CH:5]=[C:4]([F:16])[C:3]=1[F:17].[CH3:18][O:19][C:20]1[CH:25]=[CH:24][C:23](B(O)O)=[CH:22][CH:21]=1>>[F:17][C:3]1[C:4]([F:16])=[CH:5][C:6]2[CH:7]=[C:8]3[C:14](=[O:15])[NH:13][CH2:12][CH2:11][N:9]3[C:10]=2[C:2]=1[C:23]1[CH:24]=[CH:25][C:20]([O:19][CH3:18])=[CH:21][CH:22]=1. Reported procedure: The title compound, off-white solid (65 mg, 79%), MS (ISP) m/z=329.1 [(M+H)+], mp 274.5° C., was prepared in accordance with the general method of example 1 from 6-bromo-7,8-difluoro-3,4-dihydro-2H-pyrazino[1,2-a]indol-1-one (intermediate 6) (75.3 mg, 0.25 mmol) and commercially available 4-methoxy-phenylboronic acid (49.4 mg, 0.325 mmol). Reactants: CCNC, CCOC(=O)c1c(C(F)(F)F)nc(C(F)(F)Cl)c(C(=O)OC)c1Cl, CN(C)C=O. Product: CCOC(=O)c1c(C(F)(F)F)nc(C(F)(F)Cl)c(C(=O)OC)c1N(C)CC. Reaction SMILES: [CH2:25]([CH3:26])[NH:27][CH3:28].[Cl:1][c:2]1[c:3]([C:20](=[O:21])[O:22][CH2:23][CH3:24])[c:4]([C:16]([F:17])([F:18])[F:19])[n:5][c:6]([C:12]([F:13])([F:14])[Cl:15])[c:7]1[C:8](=[O:9])[O:10][CH3:11].[O:29]=[CH:30][N:31]([CH3:32])[CH3:33]>>[c:2]1([N:27]([CH2:25][CH3:26])[CH3:28])[c:3]([C:20](=[O:21])[O:22][CH2:23][CH3:24])[c:4]([C:16]([F:17])([F:18])[F:19])[n:5][c:6]([C:12]([F:13])([F:14])[Cl:15])[c:7]1[C:8](=[O:9])[O:10][CH3:11]. Yields the product CCC(CC)n1ccc2cnc(Nc3ccc(N4CCN(C(=O)OC(C)(C)C)CC4)cc3)nc21. Starting materials: CC(C)(C)OC(=O)N1CCN(c2ccc(N)cc2)CC1, C1COCCO1, CC(C)(C)[O-], CCC(CC)n1ccc2cnc(Cl)nc21, [Na+], O=C(C=Cc1ccccc1)C=Cc1ccccc1, O=C(C=Cc1ccccc1)C=Cc1ccccc1, O=C(C=Cc1ccccc1)C=Cc1ccccc1, [Pd], [Pd], c1ccc(P(c2ccccc2)c2ccc3ccccc3c2-c2c(P(c3ccccc3)c3ccccc3)ccc3ccccc23)cc1. RXN SMILES: [C:1]([CH3:2])([CH3:3])([CH3:4])[O:5][C:6](=[O:7])[N:8]1[CH2:9][CH2:10][N:11]([c:14]2[cH:15][cH:16][c:17]([NH2:20])[cH:18][cH:19]2)[CH2:12][CH2:13]1.[CH2:88]1[O:89][CH2:90][CH2:91][O:92][CH2:93]1.[CH3:21][C:22]([CH3:23])([O-:24])[CH3:25].[Cl:27][c:28]1[n:29][cH:30][c:31]2[c:32]([n:33]1)[n:34]([CH:37]([CH2:38][CH3:39])[CH2:40][CH3:41])[cH:35][cH:36]2.[Na+:26].[O:114]=[C:115]([CH:116]=[CH:117][c:118]1[cH:119][cH:120][cH:121][cH:122][cH:123]1)[CH:124]=[CH:125][c:126]1[cH:127][cH:128][cH:129][cH:130][cH:131]1.[O:132]=[C:133]([CH:134]=[CH:135][c:136]1[cH:137][cH:138][cH:139][cH:140][cH:141]1)[CH:142]=[CH:143][c:144]1[cH:145][cH:146][cH:147][cH:148][cH:149]1.[O:96]=[C:97]([CH:98]=[CH:99][c:100]1[cH:101][cH:102][cH:103][cH:104][cH:105]1)[CH:106]=[CH:107][c:108]1[cH:109][cH:110][cH:111][cH:112][cH:113]1.[Pd:94].[Pd:95].[cH:42]1[cH:43][cH:44][c:45]([P:46]([c:47]2[cH:48][cH:49][c:50]3[c:51]([cH:52][cH:53][cH:54][cH:55]3)[c:56]2-[c:57]2[c:58]3[c:59]([cH:60][cH:61][cH:62][cH:63]3)[cH:64][cH:65][c:66]2[P:67]([c:68]2[cH:69][cH:70][cH:71][cH:72][cH:73]2)[c:74]2[cH:75][cH:76][cH:77][cH:78][cH:79]2)[c:80]2[cH:81][cH:82][cH:83][cH:84][cH:85]2)[cH:86][cH:87]1>>[C:1]([CH3:2])([CH3:3])([CH3:4])[O:5][C:6](=[O:7])[N:8]1[CH2:9][CH2:10][N:11]([c:14]2[cH:15][cH:16][c:17]([NH:20][c:28]3[n:29][cH:30][c:31]4[c:32]([n:33]3)[n:34]([CH:37]([CH2:38][CH3:39])[CH2:40][CH3:41])[cH:35][cH:36]4)[cH:18][cH:19]2)[CH2:12][CH2:13]1. Reported procedure: Prepared analogously to Example 2 from 6-[4-(3,4-dimethoxy-phenylmercapto)-butoxy]-4,4,8-trimethyl-4H-3,1-benzoxazin-2-one and hydrogen peroxide. The product is COC=1C=C(C=CC1OC)S(=O)CCCCOC=1C=C(C2=C(C(OC(N2)=O)(C)C)C1)C (6-[4-(3,4-Dimethoxy-phenylsulfinyl)-butoxy]-4,4,8-trimethyl-4H-3,1-benzoxazin-2-one). Reaction SMILES: [CH3:1][O:2][C:3]1[CH:4]=[C:5]([S:11][CH2:12][CH2:13][CH2:14][CH2:15][O:16][C:17]2[CH:18]=[C:19]([CH3:30])[C:20]3[NH:25][C:24](=[O:26])[O:23][C:22]([CH3:28])([CH3:27])[C:21]=3[CH:29]=2)[CH:6]=[CH:7][C:8]=1[O:9][CH3:10].[OH:31]O>>[CH3:1][O:2][C:3]1[CH:4]=[C:5]([S:11]([CH2:12][CH2:13][CH2:14][CH2:15][O:16][C:17]2[CH:18]=[C:19]([CH3:30])[C:20]3[NH:25][C:24](=[O:26])[O:23][C:22]([CH3:27])([CH3:28])[C:21]=3[CH:29]=2)=[O:31])[CH:6]=[CH:7][C:8]=1[O:9][CH3:10]. The reactants are COC=1C=C(C=CC1OC)SCCCCOC=1C=C(C2=C(C(OC(N2)=O)(C)C)C1)C (6-[4-(3,4-dimethoxy-phenylmercapto)-butoxy]-4,4,8-trimethyl-4H-3,1-benzoxazin-2-one), OO (hydrogen peroxide). Starting materials: ClCCl, CC[N+](CC)(CC)Cc1ccccc1, CC(C)OP(C)(=O)CO, [Cl-], [Cl-], CC(C)c1cccc(Cl)c1S(=O)(=O)Cl, [NH4+], [Na+], [OH-], O. Product: CC(C)OP(C)(=O)COS(=O)(=O)c1c(Cl)cccc1C(C)C. RXN SMILES: [CH2:26]([Cl:27])[Cl:28].[CH2:30]([N+:31]([CH2:32][CH3:33])([CH2:34][CH3:35])[CH2:36][CH3:37])[c:38]1[cH:39][cH:40][cH:41][cH:42][cH:43]1.[CH3:15][P:16]([O:17][CH:18]([CH3:19])[CH3:20])(=[O:21])[CH2:22][OH:23].[Cl-:29].[Cl-:44].[Cl:1][c:2]1[c:3]([S:11](=[O:12])(=[O:13])[Cl:14])[c:4]([CH:8]([CH3:9])[CH3:10])[cH:5][cH:6][cH:7]1.[NH4+:45].[Na+:25].[OH-:24].[OH2:46]>>[Cl:1][c:2]1[c:3]([S:11](=[O:12])(=[O:13])[O:23][CH2:22][P:16]([CH3:15])([O:17][CH:18]([CH3:19])[CH3:20])=[O:21])[c:4]([CH:8]([CH3:9])[CH3:10])[cH:5][cH:6][cH:7]1. Product: C(CC(O)(C(=O)[O-])CC(=O)[O-])(=O)[O-].[Na+].[Na+].[Na+] (sodium citrate). Procedure: The procedure of Example 1 was followed except that in lieu of 0.75 lbs of thiourea dioxide and the sodium hydroxide there was utilized 3.0 lbs of sodium sulfoxylate formaldehyde and sufficient citric acid to give a pH of 4.0-4.5 (buffered with sodium citrate) or acetic acid (56%) buffered with sodium acetate at a temperature of 180°-185° F. Reactants: thiourea dioxide, C(CC(O)(C(=O)O)CC(=O)O)(=O)O (citric acid), [OH-].[Na+] (sodium hydroxide), C=O.S([O-])[O-].[Na+].[Na+] (sodium sulfoxylate formaldehyde). Solvent: C(C)(=O)O (acetic acid). Reaction SMILES: [NH2+]([O-])(=O)C(N)=S.[OH-].[Na+:8].C=O.S([O-])[O-].[Na+].[Na+].[C:16]([OH:28])(=[O:27])[CH2:17][C:18]([CH2:23][C:24]([OH:26])=[O:25])([C:20]([OH:22])=[O:21])[OH:19]>C(O)(=O)C>[C:16]([O-:28])(=[O:27])[CH2:17][C:18]([CH2:23][C:24]([O-:26])=[O:25])([C:20]([O-:22])=[O:21])[OH:19].[Na+:8].[Na+:8].[Na+:8] |f:1.2,3.4.5.6,9.10.11.12|.